Task: describe an organic reaction: reactants, conditions, products, and yield. Dataset: the Open Reaction Database (ORD), a public repository of structured organic reaction records Reactants: II.CCO (I2 EtOH), S1C(=CC=C1)C=1SC=CC1 (2,2'-bithiophene), HIO3 H2O. Solvent: C(C)O (ethanol). Product: IC1=CC=C(S1)C=1SC=CC1 (5-iodo-2,2'-bithiophene). The yield is 186.1%. RXN SMILES: [S:1]1[CH:5]=[CH:4][CH:3]=[C:2]1[C:6]1[S:7][CH:8]=[CH:9][CH:10]=1.[I:11]I.CCO>C(O)C>[I:11][C:5]1[S:1][C:2]([C:6]2[S:7][CH:8]=[CH:9][CH:10]=2)=[CH:3][CH:4]=1 |f:1.2|. Procedure: 33.2 g of 2,2'-bithiophene was dissolved in 50 ml of ethanol and I2 /EtOH (20.3 g/220 ml) was added. Then HIO3 /H2O (12 g/20 ml) were added slowly during 2 hours with stirring. The mixture was stirred for further 3 hours and the ethanol was evaporated. The residue was extracted with dichloromethane and dried over anhydrous magnesium sulfate. After the solvent was removed, the crude product was vacuum distilled to give 5-iodo-2,2'-bithiophene 36.8 g (105°-110° C./0.1 mm-Hg). The yield is 65-70%. ... Starting materials: FC=1C=C(C=C(C1)SC1=CC(=C(C=C1)C(C)=O)OC)C1(CCOCC1)OC (4'-[5-fluoro-3-(4-methoxytetrahydropyran-4-yl)phenylthio]-2'-methoxyacetophenone), Cl.NO (hydroxylamine hydrochloride). The product is FC=1C=C(C=C(C1)SC1=CC(=C(C=C1)/C(/C)=N/O)OC)C1(CCOCC1)OC ((E)-4'-[5-fluoro-3-(4-methoxytetrahydropyran-4-yl)phenylthio]-2'-methoxyacetophenone oxime). The yield is 52.0%. RXN SMILES: [F:1][C:2]1[CH:3]=[C:4]([C:20]2([O:26][CH3:27])[CH2:25][CH2:24][O:23][CH2:22][CH2:21]2)[CH:5]=[C:6]([S:8][C:9]2[CH:14]=[CH:13][C:12]([C:15](=O)[CH3:16])=[C:11]([O:18][CH3:19])[CH:10]=2)[CH:7]=1.Cl.[NH2:29][OH:30]>>[F:1][C:2]1[CH:3]=[C:4]([C:20]2([O:26][CH3:27])[CH2:25][CH2:24][O:23][CH2:22][CH2:21]2)[CH:5]=[C:6]([S:8][C:9]2[CH:14]=[CH:13][C:12](/[C:15](=[N:29]/[OH:30])/[CH3:16])=[C:11]([O:18][CH3:19])[CH:10]=2)[CH:7]=1 |f:1.2|. Reported procedure: Using an analogous procedure to that described in Example 7, 4'-[5-fluoro-3-(4-methoxytetrahydropyran-4-yl)phenylthio]-2'-methoxyacetophenone was reacted with hydroxylamine hydrochloride to give (E)-4'-[5-fluoro-3-(4-methoxytetrahydropyran-4-yl)phenylthio]-2'-methoxyacetophenone oxime in 52% yield, m.p. 155° C.; Starting materials: CC(=O)O, [BH3-]C#N, C1COCCN1, C[Si](C)(C)CCOCN(COCC[Si](C)(C)C)c1cc(C=O)nc2c(-c3cnc4ccccc4c3)cnn12, CCO, [Na+]. Product: C[Si](C)(C)CCOCN(COCC[Si](C)(C)C)c1cc(CN2CCOCC2)nc2c(-c3cnc4ccccc4c3)cnn12. Reaction SMILES: [C:45]([OH:46])(=[O:47])[CH3:48].[C:49]([BH3-:50])#[N:51].[CH2:39]1[CH2:40][O:41][CH2:42][CH2:43][NH:44]1.[CH3:1][Si:2]([CH2:3][CH2:4][O:5][CH2:6][N:7]([c:8]1[cH:9][c:10]([CH:27]=[O:28])[n:11][c:12]2[n:13]1[n:14][cH:15][c:16]2-[c:17]1[cH:18][n:19][c:20]2[cH:21][cH:22][cH:23][cH:24][c:25]2[cH:26]1)[CH2:29][O:30][CH2:31][CH2:32][Si:33]([CH3:34])([CH3:35])[CH3:36])([CH3:37])[CH3:38].[CH3:53][CH2:54][OH:55].[Na+:52]>>[CH3:1][Si:2]([CH2:3][CH2:4][O:5][CH2:6][N:7]([c:8]1[cH:9][c:10]([CH2:27][N:44]2[CH2:39][CH2:40][O:41][CH2:42][CH2:43]2)[n:11][c:12]2[n:13]1[n:14][cH:15][c:16]2-[c:17]1[cH:18][n:19][c:20]2[cH:21][cH:22][cH:23][cH:24][c:25]2[cH:26]1)[CH2:29][O:30][CH2:31][CH2:32][Si:33]([CH3:34])([CH3:35])[CH3:36])([CH3:37])[CH3:38]. The reactants are [Al+3], Cc1cc(C)c(Sc2nc(Nc3ccc(C#N)cc3)nc3ccn(Cc4ccccc4)c23)c(C)c1, [Cl-], [Cl-], [Cl-], Clc1ccccc1Cl. Product: Cc1cc(C)c(Sc2nc(Nc3ccc(C#N)cc3)nc3cc[nH]c23)c(C)c1. RXN SMILES: [Al+3:37].[CH2:1]([c:2]1[cH:3][cH:4][cH:5][cH:6][cH:7]1)[n:8]1[cH:9][cH:10][c:11]2[n:12][c:13]([NH:27][c:28]3[cH:29][cH:30][c:31]([C:32]#[N:33])[cH:34][cH:35]3)[n:14][c:15]([S:17][c:18]3[c:19]([CH3:26])[cH:20][c:21]([CH3:25])[cH:22][c:23]3[CH3:24])[c:16]12.[Cl-:36].[Cl-:38].[Cl-:39].[Cl:40][c:41]1[c:42]([Cl:43])[cH:44][cH:45][cH:46][cH:47]1>>[nH:8]1[cH:9][cH:10][c:11]2[n:12][c:13]([NH:27][c:28]3[cH:29][cH:30][c:31]([C:32]#[N:33])[cH:34][cH:35]3)[n:14][c:15]([S:17][c:18]3[c:19]([CH3:26])[cH:20][c:21]([CH3:25])[cH:22][c:23]3[CH3:24])[c:16]12. The reactants are Cc1cc(OCc2c(C(C)C)cnn2-c2c(Cl)cccc2Cl)ccc1Br, CCOC(=O)Cc1csc2cc(B3OC(C)(C)C(C)(C)O3)ccc12, Cc1ccccc1, COC1=C(c2ccccc2)C(OC)(P(C2CCCCC2)C2CCCCC2)CC=C1, [K+], [K+], [K+], N#N, CC(=O)[O-], CC(=O)[O-], O=P([O-])([O-])[O-], [Pd+2]. Product: CCOC(=O)Cc1csc2cc(-c3ccc(OCc4c(C(C)C)cnn4-c4c(Cl)cccc4Cl)cc3C)ccc12. Reaction SMILES: [Br:25][c:26]1[c:27]([CH3:50])[cH:28][c:29]([O:30][CH2:31][c:32]2[c:33]([CH:45]([CH3:46])[CH3:47])[cH:34][n:35][n:36]2-[c:37]2[c:38]([Cl:44])[cH:39][cH:40][cH:41][c:42]2[Cl:43])[cH:48][cH:49]1.[CH2:1]([CH3:2])[O:3][C:4]([CH2:5][c:6]1[c:7]2[c:8]([s:9][cH:10]1)[cH:11][c:12]([B:15]1[O:16][C:17]([CH3:18])([CH3:19])[C:20]([CH3:21])([CH3:22])[O:23]1)[cH:13][cH:14]2)=[O:24].[CH3:90][c:91]1[cH:92][cH:93][cH:94][cH:95][cH:96]1.[CH:53]1([P:54]([CH:55]2[CH2:56][CH2:57][CH2:58][CH2:59][CH2:60]2)[C:61]2([O:62][CH3:63])[CH2:64][CH:65]=[CH:66][C:67]([O:68][CH3:69])=[C:70]2[c:71]2[cH:72][cH:73][cH:74][cH:75][cH:76]2)[CH2:77][CH2:78][CH2:79][CH2:80][CH2:81]1.[K+:87].[K+:88].[K+:89].[N:51]#[N:52].[O-:102][C:103]([CH3:104])=[O:105].[O-:98][C:99]([CH3:100])=[O:101].[P:82]([O-:83])([O-:84])([O-:85])=[O:86].[Pd+2:97]>>[CH2:1]([CH3:2])[O:3][C:4]([CH2:5][c:6]1[c:7]2[c:8]([s:9][cH:10]1)[cH:11][c:12](-[c:26]1[c:27]([CH3:50])[cH:28][c:29]([O:30][CH2:31][c:32]3[c:33]([CH:45]([CH3:46])[CH3:47])[cH:34][n:35][n:36]3-[c:37]3[c:38]([Cl:44])[cH:39][cH:40][cH:41][c:42]3[Cl:43])[cH:48][cH:49]1)[cH:13][cH:14]2)=[O:24].